Dataset: the Open Reaction Database (ORD), a public repository of structured organic reaction records. Task: describe an organic reaction: reactants, conditions, products, and yield Starting materials: O (water), ice, [F-].[K+] (KF), C(C)OC(C(C(=O)OCC)(C)Br)=O (diethyl-2-bromo-2-methyl-malonate), SC1=C(N)C=CC=C1 (2-mercaptoaniline). Run in CN(C=O)C (dimethyl formamide). Conditions: time 15 minute. Yields the product C(C)OC(=O)C1(SC2=C(NC1=O)C=CC=C2)C (Ethyl-2-methyl-3,4-dihydro-3-oxo-2H-1,4-benzothiazine-2-carboxylate). The yield is 75.6%. As a reaction SMILES: [F-].[K+].C(O[C:6](=[O:15])[C:7](Br)([CH3:13])[C:8]([O:10][CH2:11][CH3:12])=[O:9])C.[SH:16][C:17]1[CH:23]=[CH:22][CH:21]=[CH:20][C:18]=1[NH2:19].O>CN(C)C=O>[CH2:11]([O:10][C:8]([C:7]1([CH3:13])[C:6](=[O:15])[NH:19][C:18]2[CH:20]=[CH:21][CH:22]=[CH:23][C:17]=2[S:16]1)=[O:9])[CH3:12] |f:0.1|. Reported procedure: To a suspension of KF (3.016 g, 52 mmoles) in anhydrous dimethyl formamide (14 ml), diethyl-2-bromo-2-methyl-malonate (3.90 ml, 20 mmoles) was added and the mixture was stirred for 15 minutes at room temperature. Subsequently, 2-mercaptoaniline (2.50 g, 20 mmoles) was added and the mixture was stirred for 6 hours at the temperature of 60° C. and overnight at room temperature. The reaction mixture was admixed with a mixture of water and ice (80 ml), the product which separated was filtered off by...